From a dataset of the Open Reaction Database (ORD), a public repository of structured organic reaction records. describe an organic reaction: reactants, conditions, products, and yield Reactants: O (water), ClC1=C(C(=NN1C1=NC=C(C=C1)S(=O)(=O)C)C(F)(F)F)C#N (5-Chloro-1-(5-methanesulfonyl-pyridin-2-yl)-3-trifluoromethyl-1H-pyrazole-4-carbonitrile), FC1=C(C=CC=C1)CS ((2-fluoro-phenyl)-methanethiol), [F-].[Cs+] (cesium fluoride). Run in CS(=O)C (DMSO). Reaction conditions: time 48 hour. The product is FC1=C(CSC2=C(C(=NN2C2=NC=C(C=C2)S(=O)(=O)C)C(F)(F)F)C#N)C=CC=C1 (5-(2-Fluoro-benzylsulfanyl)-1-(5-methanesulfonyl-pyridin-2-yl)-3-trifluoromethyl-1H-pyrazole-4-carbonitrile). Isolated yield 82.5%. As a reaction SMILES: Cl[C:2]1[N:6]([C:7]2[CH:12]=[CH:11][C:10]([S:13]([CH3:16])(=[O:15])=[O:14])=[CH:9][N:8]=2)[N:5]=[C:4]([C:17]([F:20])([F:19])[F:18])[C:3]=1[C:21]#[N:22].[F:23][C:24]1[CH:29]=[CH:28][CH:27]=[CH:26][C:25]=1[CH2:30][SH:31].[F-].[Cs+].O>CS(C)=O>[F:23][C:24]1[CH:29]=[CH:28][CH:27]=[CH:26][C:25]=1[CH2:30][S:31][C:2]1[N:6]([C:7]2[CH:12]=[CH:11][C:10]([S:13]([CH3:16])(=[O:15])=[O:14])=[CH:9][N:8]=2)[N:5]=[C:4]([C:17]([F:20])([F:19])[F:18])[C:3]=1[C:21]#[N:22] |f:2.3|. Reported procedure: 5-Chloro-1-(5-methanesulfonyl-pyridin-2-yl)-3-trifluoromethyl-1H-pyrazole-4-carbonitrile (0.512 g, 1.46 mmol) and (2-fluoro-phenyl)-methanethiol (0.415 g, 2.92 mmol) were dissolved in dry DMSO (5 ml) and cesium fluoride (0.154 g, 2.92 mmol) was added to the clear solution. The resulting mixture was stirred at 20° for a period of 48 hours. Analytical HPLC indicated the reaction completion. The reaction mixture was poured into water (50 ml) and the resulting mixture was extracted with ethyl acetat... The reactants are C(C1=CC=CC=C1)N1C=NC(=C1)CC(=O)OCC (Ethyl (N-Benzylimidazol-4-yl)acetate), [H-].[H-].[H-].[H-].[Li+].[Al+3] (LiAlH4), C1CCOC1 (THF). Conditions: time 1 hour. The product is C(C1=CC=CC=C1)N1C=NC(=C1)C(C)O ((N-Benzylimidazol-4-yl)ethanol). As a reaction SMILES: [CH2:1]([N:8]1[CH:12]=[C:11]([CH2:13][C:14](OCC)=O)[N:10]=[CH:9]1)[C:2]1[CH:7]=[CH:6][CH:5]=[CH:4][CH:3]=1.[H-].[H-].[H-].[H-].[Li+].[Al+3].C1C[O:28]CC1>>[CH2:1]([N:8]1[CH:12]=[C:11]([CH:13]([OH:28])[CH3:14])[N:10]=[CH:9]1)[C:2]1[CH:7]=[CH:6][CH:5]=[CH:4][CH:3]=1 |f:1.2.3.4.5.6|. Procedure details: A solution of 25-2 (4.6 g, 18.8 mmol) in THF (50 mL) at ambient temperature was treated dropwise with LiAlH4 (9.4 mL, 9.4 mmol, 1M in THF). After stirring for 1 hour the reaction was quenched with a saturated sodium potassium tartrate solution. The mixture was then poured into EtOAc and washed with H2O and brine, dried (MgSO4) and concentrated to yield 25-3 as a yellow oil. Starting materials: ClCCl, Cl, COC(=O)Oc1cc(Nc2ncnc3cc(O)c(OC)cc23)c(F)cc1C, CCOC(=O)N=NC(=O)OCC, c1ccc(P(c2ccccc2)c2ccccc2)cc1, OCCc1ccncc1. The product is COC(=O)Oc1cc(Nc2ncnc3cc(OCCc4ccncc4)c(OC)cc23)c(F)cc1C. As a reaction SMILES: [CH2:69]([Cl:70])[Cl:71].[ClH:13].[F:14][c:15]1[c:16]([NH:17][c:18]2[n:19][cH:20][n:21][c:22]3[cH:23][c:24]([OH:30])[c:25]([O:28][CH3:29])[cH:26][c:27]23)[cH:31][c:32]([O:36][C:37](=[O:38])[O:39][CH3:40])[c:33]([CH3:35])[cH:34]1.[O:1]=[C:2]([O:3][CH2:4][CH3:5])[N:6]=[N:7][C:8]([O:9][CH2:10][CH3:11])=[O:12].[c:41]1([P:42]([c:43]2[cH:44][cH:45][cH:46][cH:47][cH:48]2)[c:49]2[cH:50][cH:51][cH:52][cH:53][cH:54]2)[cH:55][cH:56][cH:57][cH:58][cH:59]1.[n:60]1[cH:61][cH:62][c:63]([CH2:66][CH2:67][OH:68])[cH:64][cH:65]1>>[F:14][c:15]1[c:16]([NH:17][c:18]2[n:19][cH:20][n:21][c:22]3[cH:23][c:24]([O:30][CH2:67][CH2:66][c:63]4[cH:62][cH:61][n:60][cH:65][cH:64]4)[c:25]([O:28][CH3:29])[cH:26][c:27]23)[cH:31][c:32]([O:36][C:37](=[O:38])[O:39][CH3:40])[c:33]([CH3:35])[cH:34]1. The reactants are D4, FC=1C=C(C=O)C=C(C1F)F (3,4,5-trifluorobenzaldehyde), FC=1C=C(C=CC1C(F)(F)F)O (3-fluoro-4-(trifluoromethyl)phenol). Yields the product FC=1C=C(C=O)C=C(C1OC1=CC(=C(C=C1)C(F)(F)F)F)F (3,5-difluoro-4-(3-fluoro-4(trifluoromethyl)phenoxy)benzaldehyde). Reaction SMILES: [F:1][C:2]1[CH:3]=[C:4]([CH:7]=[C:8]([F:11])[C:9]=1F)[CH:5]=[O:6].[F:12][C:13]1[CH:14]=[C:15]([OH:23])[CH:16]=[CH:17][C:18]=1[C:19]([F:22])([F:21])[F:20]>>[F:11][C:8]1[CH:7]=[C:4]([CH:3]=[C:2]([F:1])[C:9]=1[O:23][C:15]1[CH:16]=[CH:17][C:18]([C:19]([F:20])([F:21])[F:22])=[C:13]([F:12])[CH:14]=1)[CH:5]=[O:6]. Procedure: The title compound was prepared by a procedure similar to that described for D4 starting from 3,4,5-trifluorobenzaldehyde and 3-fluoro-4-(trifluoromethyl)phenol. Reactants: ClC=1C(=NC=C(C1)C(F)(F)F)OC1=CC=C(C=C1)[N+](=O)[O-] (3-chloro-5-trifluoromethyl-2-(4-nitrophenoxy)pyridine), C(C)(C)O (isopropyl alcohol), Cl (hydrochloric acid), solution. Reagents/catalysts: [Fe] (iron). The solvent is O (water). Product: NC1=CC=C(OC2=NC=C(C=C2Cl)C(F)(F)F)C=C1 (2-(4-aminophenoxy)-3-chloro-5-trifluoromethylpyridine). Yield: 80.6%. RXN SMILES: [Cl:1][C:2]1[C:3]([O:12][C:13]2[CH:18]=[CH:17][C:16]([N+:19]([O-])=O)=[CH:15][CH:14]=2)=[N:4][CH:5]=[C:6]([C:8]([F:11])([F:10])[F:9])[CH:7]=1.C(O)(C)C.Cl>[Fe].O>[NH2:19][C:16]1[CH:17]=[CH:18][C:13]([O:12][C:3]2[C:2]([Cl:1])=[CH:7][C:6]([C:8]([F:11])([F:10])[F:9])=[CH:5][N:4]=2)=[CH:14][CH:15]=1. Reported procedure: A mixture of 3-chloro-5-trifluoromethyl-2-(4-nitrophenoxy)pyridine (1.0 g), iron powder (3.2 g), isopropyl alcohol (60 ml), water (6 ml) and dilute hydrochloric acid (0.2 ml of a 2N solution), were heated at the reflux temperature for 12 hours. After cooling and filtering to remove the solid matter, the filtrate was concentrated by evaporation of the volatile portion under reduced pressure. The residual solid was recrystallised from n-hexane to yield 2-(4-aminophenoxy)-3-chloro-5-trifluoromethyl... Reactants: NC1=C(C=C(C(=O)NC2CCN(CC2)CC)C=C1)Cl (4-amino-3-chloro-N-(1-ethyl-4-piperidyl)benzamide), N1(CCCC1)CCN (2-pyrrolidin-1-ylethanamine), solid. Product: NC1=C(C=C(C(=O)NCCN2CCCC2)C=C1)Cl (4-amino-3-chloro-N-(2-pyrrolidin-1-ylethyl)benzamide). RXN SMILES: [NH2:1][C:2]1[CH:18]=[CH:17][C:5]([C:6]([NH:8][CH:9]2[CH2:14]CN(CC)CC2)=[O:7])=[CH:4][C:3]=1[Cl:19].[N:20]1(CCN)[CH2:24][CH2:23][CH2:22][CH2:21]1>>[NH2:1][C:2]1[CH:18]=[CH:17][C:5]([C:6]([NH:8][CH2:9][CH2:14][N:20]2[CH2:24][CH2:23][CH2:22][CH2:21]2)=[O:7])=[CH:4][C:3]=1[Cl:19]. Reported procedure: The title compound was prepared by an analogous method to the preparation of Intermediate 212, on a 15 mmol scale utilising 2-pyrrolidin-1-ylethanamine (Aldrich; 1.885 g, 16.5 mmol), as a tan coloured solid (2.67 g, 66%). Starting materials: CCN(C(C)C)C(C)C (DIPEA), CN1CCNCC1 (1-methylpiperazine), C=1C=CC2=C(C1)N=NN2O (HOBt), CCN=C=NCCCN(C)C (EDCI), C(C)(C)N1N=C(N=C1C1=CN2CCOC3=C(C2=N1)C=CC(=C3)OC(C(=O)O)(C)C)C (2-[2-(2-Isopropyl-5-methyl-2H-[1,2,4]triazol-3-yl)-4,5-dihydro-6-oxa-1,3a-diazabenzo[e]azulen-8-yloxy]-2-methylpropionic acid), CCN=C=NCCCN(C)C (EDCI). Solvent: CN(C)C=O (DMF). Conditions: time 2 hour. Product: C(C)(C)N1N=C(N=C1C=1N=C2N(CCOC3=C2C=CC(=C3)OC(C(=O)N3CCN(CC3)C)(C)C)C1)C (2-(2-(1-isopropyl-3-methyl-1H-1,2,4-triazol-5-yl)-5,6-dihydrobenzo[f]imidazo[1,2-d][1,4]oxazepin-9-yloxy)-2-methyl-1-(4-methylpiperazin-1-yl)propan-1-one). Yield: 61.5%. As a reaction SMILES: [CH:1]([N:4]1[C:8]([C:9]2[N:18]=[C:17]3[N:11]([CH2:12][CH2:13][O:14][C:15]4[CH:22]=[C:21]([O:23][C:24]([CH3:29])([CH3:28])[C:25]([OH:27])=O)[CH:20]=[CH:19][C:16]=43)[CH:10]=2)=[N:7][C:6]([CH3:30])=[N:5]1)([CH3:3])[CH3:2].CCN(C(C)C)C(C)C.[CH3:40][N:41]1[CH2:46][CH2:45][NH:44][CH2:43][CH2:42]1.C1C=CC2N(O)N=NC=2C=1.CCN=C=NCCCN(C)C>CN(C=O)C>[CH:1]([N:4]1[C:8]([C:9]2[N:18]=[C:17]3[C:16]4[CH:19]=[CH:20][C:21]([O:23][C:24]([CH3:29])([CH3:28])[C:25]([N:44]5[CH2:45][CH2:46][N:41]([CH3:40])[CH2:42][CH2:43]5)=[O:27])=[CH:22][C:15]=4[O:14][CH2:13][CH2:12][N:11]3[CH:10]=2)=[N:7][C:6]([CH3:30])=[N:5]1)([CH3:3])[CH3:2]. Procedure: To a suspension of 2-[2-(2-isopropyl-5-methyl-2H-[1,2,4]triazol-3-yl)-4,5-dihydro-6-oxa-1,3a-diazabenzo[e]azulen-8-yloxy]-2-methylpropionic acid from Example 45 (0.0922 mmol) in DMF (2 mL) were added DIPEA (47 ul, 0.277 mmol), 1-methylpiperazine (31 uL, 0.277 mmol), HOBt (19 mg, 0.138 mmol) and EDCI (27 mg, 0.138 mmol) and the reaction mixture was stirred at RT for 2 h. Additional EDCI (50 mg) was added and the reaction mixture was stirred at RT for 18 h. The mixture was then partitioned between... Product: CCCCCN1C(=O)C2(COc3cc(Nc4ccccc4)ccc32)c2ccccc21. Reaction SMILES: [Br:1][c:2]1[cH:3][c:4]2[c:5]([cH:23][cH:24]1)[C:6]1([CH2:7][O:8]2)[C:9](=[O:22])[N:10]([CH2:17][CH2:18][CH2:19][CH2:20][CH3:21])[c:11]2[cH:12][cH:13][cH:14][cH:15][c:16]21.[CH3:32][c:33]1[cH:34][cH:35][cH:36][cH:37][cH:38]1.[NH2:25][c:26]1[cH:27][cH:28][cH:29][cH:30][cH:31]1.[O:41]=[C:42]([CH:43]=[CH:44][c:45]1[cH:46][cH:47][cH:48][cH:49][cH:50]1)[CH:51]=[CH:52][c:53]1[cH:54][cH:55][cH:56][cH:57][cH:58]1.[O:59]=[C:60]([CH:61]=[CH:62][c:63]1[cH:64][cH:65][cH:66][cH:67][cH:68]1)[CH:69]=[CH:70][c:71]1[cH:72][cH:73][cH:74][cH:75][cH:76]1.[O:77]=[C:78]([CH:79]=[CH:80][c:81]1[cH:82][cH:83][cH:84][cH:85][cH:86]1)[CH:87]=[CH:88][c:89]1[cH:90][cH:91][cH:92][cH:93][cH:94]1.[Pd:39].[Pd:40]>>[c:2]1([NH:25][c:26]2[cH:27][cH:28][cH:29][cH:30][cH:31]2)[cH:3][c:4]2[c:5]([cH:23][cH:24]1)[C:6]1([CH2:7][O:8]2)[C:9](=[O:22])[N:10]([CH2:17][CH2:18][CH2:19][CH2:20][CH3:21])[c:11]2[cH:12][cH:13][cH:14][cH:15][c:16]21. Starting materials: CCCCCN1C(=O)C2(COc3cc(Br)ccc32)c2ccccc21, Cc1ccccc1, Nc1ccccc1, O=C(C=Cc1ccccc1)C=Cc1ccccc1, O=C(C=Cc1ccccc1)C=Cc1ccccc1, O=C(C=Cc1ccccc1)C=Cc1ccccc1, [Pd], [Pd].